describe an organic reaction: reactants, conditions, products, and yield From a dataset of the Open Reaction Database (ORD), a public repository of structured organic reaction records. Reactants: O=C([O-])[O-], CCOC(C)=O, CN(C)C=O, COc1ccc(C(C)C)cc1-c1ccc(O)cc1CN(Cc1cc(C(F)(F)F)cc(C(F)(F)F)c1)c1ncc(OCCCC(=O)OC(C)(C)C)cn1, CCI, [K+], [K+]. Yields the product CCOc1ccc(-c2cc(C(C)C)ccc2OC)c(CN(Cc2cc(C(F)(F)F)cc(C(F)(F)F)c2)c2ncc(OCCCC(=O)OC(C)(C)C)cn2)c1. RXN SMILES: [C:53](=[O:54])([O-:55])[O-:56].[CH3:62][CH2:63][O:64][C:65](=[O:66])[CH3:67].[CH3:68][N:69]([CH3:70])[CH:71]=[O:72].[F:1][C:2]([c:3]1[cH:4][c:5]([CH2:6][N:7]([c:8]2[n:9][cH:10][c:11]([O:14][CH2:15][CH2:16][CH2:17][C:18](=[O:19])[O:20][C:21]([CH3:22])([CH3:23])[CH3:24])[cH:12][n:13]2)[CH2:25][c:26]2[c:27](-[c:33]3[c:34]([O:42][CH3:43])[cH:35][cH:36][c:37]([CH:39]([CH3:40])[CH3:41])[cH:38]3)[cH:28][cH:29][c:30]([OH:32])[cH:31]2)[cH:44][c:45]([C:47]([F:48])([F:49])[F:50])[cH:46]1)([F:51])[F:52].[I:59][CH2:60][CH3:61].[K+:57].[K+:58]>>[F:1][C:2]([c:3]1[cH:4][c:5]([CH2:6][N:7]([c:8]2[n:9][cH:10][c:11]([O:14][CH2:15][CH2:16][CH2:17][C:18](=[O:19])[O:20][C:21]([CH3:22])([CH3:23])[CH3:24])[cH:12][n:13]2)[CH2:25][c:26]2[c:27](-[c:33]3[c:34]([O:42][CH3:43])[cH:35][cH:36][c:37]([CH:39]([CH3:40])[CH3:41])[cH:38]3)[cH:28][cH:29][c:30]([O:32][CH2:60][CH3:61])[cH:31]2)[cH:44][c:45]([C:47]([F:48])([F:49])[F:50])[cH:46]1)([F:51])[F:52]. The reactants are CN(C=O)C (dimethylformamide), NCC(O)C1=CC(=C(C(=C1)Cl)N)Cl (2-amino-1-(4-amino-3,5-dichlorophenyl)ethanol), C1(=CC=CC=C1)CCCOC(CCCBr)=O ((3-phenylpropyl)-4-bromobutanoate). The solvent is C(C)(=O)OCC.CO.C(C)N(CC)CC (ethyl acetate methanol triethylamine). The product is C1(=CC=CC=C1)CCCOC(CCCNCC(O)C1=CC(=C(C(=C1)Cl)N)Cl)=O.C(\C=C/C(=O)[O-])(=O)[O-] (3-Phenylpropyl-4-[2-(4-amino-3,5-dichlorophenyl)-2-hydroxyethylamino]butanoate maleate). RXN SMILES: CN(C)[CH:3]=[O:4].[NH2:6][CH2:7][CH:8]([C:10]1[CH:15]=[C:14]([Cl:16])[C:13]([NH2:17])=[C:12]([Cl:18])[CH:11]=1)[OH:9].[C:19]1([CH2:25][CH2:26][CH2:27][O:28][C:29](=[O:34])[CH2:30][CH2:31][CH2:32]Br)[CH:24]=[CH:23][CH:22]=[CH:21][CH:20]=1>C(OCC)(=O)C.CO.C(N(CC)CC)C>[C:19]1([CH2:25][CH2:26][CH2:27][O:28][C:29](=[O:34])[CH2:30][CH2:31][CH2:32][NH:6][CH2:7][CH:8]([C:10]2[CH:11]=[C:12]([Cl:18])[C:13]([NH2:17])=[C:14]([Cl:16])[CH:15]=2)[OH:9])[CH:24]=[CH:23][CH:22]=[CH:21][CH:20]=1.[C:3]([O-:4])(=[O:9])/[CH:31]=[CH:30]\[C:29]([O-:28])=[O:34] |f:3.4.5,6.7|. Reported procedure: According to method I (dimethylformamide, 2 hours at 90° C.) from 2-amino-1-(4-amino-3,5-dichlorophenyl)ethanol and (3-phenylpropyl)-4-bromobutanoate. Working up by means of chromatography (ethyl acetate/methanol/triethylamine 20:2:1). Recrystallized as the maleate from acetone. Melting point: 70°-71° C. Reactants: O (water), BrC1=CC=C(C=C1)C(CC(=O)N)(C=1C=NC=CC1)O (3-(4-bromophenyl)-3-hydroxy-3-(3-pyridyl)-propionamide), [BH4-].[Na+] (sodium borohydride), B(F)(F)F.CCOCC (boron trifluoride ethyl etherate). Solvent: O1CCCC1 (tetrahydrofuran), O1CCCC1 (tetrahydrofuran). Conditions: time 48 hour. Product: BrC1=CC=C(C=C1)C(CCN)(C=1C=NC=CC1)O (3-(4-bromophenyl)-3-hydroxy-3-(3-pyridyl)-propylamine). Isolated yield 63.0%. Reaction SMILES: [Br:1][C:2]1[CH:7]=[CH:6][C:5]([C:8]([OH:19])([C:13]2[CH:14]=[N:15][CH:16]=[CH:17][CH:18]=2)[CH2:9][C:10]([NH2:12])=O)=[CH:4][CH:3]=1.[BH4-].[Na+].B(F)(F)F.CCOCC.O>O1CCCC1>[Br:1][C:2]1[CH:3]=[CH:4][C:5]([C:8]([OH:19])([C:13]2[CH:14]=[N:15][CH:16]=[CH:17][CH:18]=2)[CH2:9][CH2:10][NH2:12])=[CH:6][CH:7]=1 |f:1.2,3.4|. Reported procedure: To 1.0 g (3.1 mmole) of 3-(4-bromophenyl)-3-hydroxy-3-(3-pyridyl)-propionamide and 0.8 g (0.02 mole) of sodium borohydride in 60 ml of dry tetrahydrofuran at 0° C. and under N2, was added dropwise over 20 minutes 4.6 g (0.03 mole) of boron trifluoride ethyl etherate in 20 ml of dry tetrahydrofuran. The mixture was stirred for 48 hours at room temperature, and then cautiously hydrolyzed with water. Alcalization with 2M NaOH and extraction with ether gave after evaporation a semi-crystalline resid...